From a dataset of the Open Reaction Database (ORD), a public repository of structured organic reaction records. describe an organic reaction: reactants, conditions, products, and yield Reactants: CC(C)=CCCC(C)=CC=O (citral), ( b ), O (water), C(CCC)[Li].CCCCCC (n-butyllithium hexane), ClC=1C=C(CN2C=NC=C2)C=CC1 (N-(3-chlorobenzyl)-imidazole). Solvent: C1CCOC1 (THF), C1CCOC1 (THF). Reaction conditions: temperature -70 celsius, time 30 minute. The product is ClC=1C=C(C=CC1)C(C(C=CCCC=CC)O)N1C=NC=C1 (1-(3-chlorophenyl)-1-(1-imidazolyl)-nona-3,7-dien-2-ol). Yield: 64.7%. Reaction SMILES: C([Li])CCC.CCCCCC.[Cl:12][C:13]1[CH:14]=[C:15]([CH:22]=[CH:23][CH:24]=1)[CH2:16][N:17]1[CH:21]=[CH:20][N:19]=[CH:18]1.[CH3:25][C:26](=[CH:28][CH2:29][CH2:30][C:31](=[CH:33][CH:34]=[O:35])C)C.O>C1COCC1>[Cl:12][C:13]1[CH:14]=[C:15]([CH:16]([N:17]2[CH:21]=[CH:20][N:19]=[CH:18]2)[CH:34]([OH:35])[CH:33]=[CH:31][CH2:30][CH2:29][CH:28]=[CH:26][CH3:25])[CH:22]=[CH:23][CH:24]=1 |f:0.1|. Reported procedure: 26 ml (40 mmol) of 1.55 molar n-butyllithium/hexane solution were added dropwise to a solution of 7.70 g (40 mmol) of N-(3-chlorobenzyl)-imidazole in 100 ml of absolute THF at -70° C. in the course of 15 minutes. The mixture was stirred for 30 minutes at -70° C., after which a solution of 6.10 g (40 mmol) of citral (cis/trans mixture) in 50 ml of absolute THF was added dropwise at -70° C., stirring was containued for 45 minutes at about -70° C., the mixture was allowed to warm up to room tempera...